From a dataset of the Open Reaction Database (ORD), a public repository of structured organic reaction records. describe an organic reaction: reactants, conditions, products, and yield The reactants are O=Cc1ccc2c(c1)OCO2, CCOCC, [Cl-], CCI, [Mg], [NH4+], O. Product: CCC(O)c1ccc2c(c1)OCO2. Reaction SMILES: [CH2:1]1[O:2][c:3]2[cH:4][c:5]([CH:6]=[O:7])[cH:8][cH:9][c:10]2[O:11]1.[CH3:18][CH2:19][O:20][CH2:21][CH3:22].[Cl-:16].[I:13][CH2:14][CH3:15].[Mg:12].[NH4+:17].[OH2:23]>>[CH2:1]1[O:2][c:3]2[cH:4][c:5]([CH:6]([OH:7])[CH2:14][CH3:15])[cH:8][cH:9][c:10]2[O:11]1. Starting materials: CCCn1cc(C(=O)OCC)c(=O)c2cc(F)c(Br)c(F)c21, COc1ccc(Br)cc1, [Li]C(C)(C)C, CCOC(C)=O, CCCCC, [Cl-], [Cl-], [Pd], [Zn+2], c1ccc(P(c2ccccc2)c2ccccc2)cc1, c1ccc(P(c2ccccc2)c2ccccc2)cc1, c1ccc(P(c2ccccc2)c2ccccc2)cc1, c1ccc(P(c2ccccc2)c2ccccc2)cc1. Product: CCCn1cc(C(=O)OCC)c(=O)c2cc(F)c(-c3ccc(OC)cc3)c(F)c21. RXN SMILES: [Br:1][c:2]1[c:3]([F:22])[cH:4][c:5]2[c:6](=[O:21])[c:7]([C:16](=[O:17])[O:18][CH2:19][CH3:20])[cH:8][n:9]([CH2:13][CH2:14][CH3:15])[c:10]2[c:11]1[F:12].[Br:23][c:24]1[cH:25][cH:26][c:27]([O:30][CH3:31])[cH:28][cH:29]1.[C:32]([Li:33])([CH3:34])([CH3:35])[CH3:36].[CH3:122][CH2:123][O:124][C:125](=[O:126])[CH3:127].[CH3:37][CH2:38][CH2:39][CH2:40][CH3:41].[Cl-:42].[Cl-:44].[Pd:45].[Zn+2:43].[c:103]1([P:104]([c:105]2[cH:106][cH:107][cH:108][cH:109][cH:110]2)[c:111]2[cH:112][cH:113][cH:114][cH:115][cH:116]2)[cH:117][cH:118][cH:119][cH:120][cH:121]1.[c:46]1([P:47]([c:48]2[cH:49][cH:50][cH:51][cH:52][cH:53]2)[c:54]2[cH:55][cH:56][cH:57][cH:58][cH:59]2)[cH:60][cH:61][cH:62][cH:63][cH:64]1.[c:65]1([P:66]([c:67]2[cH:68][cH:69][cH:70][cH:71][cH:72]2)[c:73]2[cH:74][cH:75][cH:76][cH:77][cH:78]2)[cH:79][cH:80][cH:81][cH:82][cH:83]1.[c:84]1([P:85]([c:86]2[cH:87][cH:88][cH:89][cH:90][cH:91]2)[c:92]2[cH:93][cH:94][cH:95][cH:96][cH:97]2)[cH:98][cH:99][cH:100][cH:101][cH:102]1>>[c:2]1(-[c:24]2[cH:25][cH:26][c:27]([O:30][CH3:31])[cH:28][cH:29]2)[c:3]([F:22])[cH:4][c:5]2[c:6](=[O:21])[c:7]([C:16](=[O:17])[O:18][CH2:19][CH3:20])[cH:8][n:9]([CH2:13][CH2:14][CH3:15])[c:10]2[c:11]1[F:12].